Dataset: the Open Reaction Database (ORD), a public repository of structured organic reaction records. Task: describe an organic reaction: reactants, conditions, products, and yield The reactants are C(=O)([O-])[O-].[Cs+].[Cs+] (Cs2CO3), C(C)(C)I (i-PrI), CC(C#N)(C[C@@]1(CCN(C(O1)=O)[C@@H](C)C1=CC=C(C=C1)C1=CNC(C=C1)=O)C1=CC=CC=C1)C (2,2-dimethyl-3-((R)-2-oxo-3-((S)-1-(4-(6-oxo-1,6-dihydropyridin-3-yl)phenyl)ethyl)-6-phenyl-1,3-oxazinan-6-yl)propanenitrile). The solvent is CN(C)C=O (DMF). Reaction conditions: time 3 hour. The product is C(C)(C)N1C=C(C=CC1=O)C1=CC=C(C=C1)[C@H](C)N1C(O[C@](CC1)(C1=CC=CC=C1)CC(C#N)(C)C)=O (3-((R)-3-((S)-1-(4-(1-isopropyl-6-oxo-1,6-dihydropyridin-3-yl)phenyl)ethyl)-2-oxo-6-phenyl-1,3-oxazinan-6-yl)-2,2-dimethylpropanenitrile). The yield is 30.0%. Reaction SMILES: [CH3:1][C:2]([CH3:34])([CH2:5][C@@:6]1([C:28]2[CH:33]=[CH:32][CH:31]=[CH:30][CH:29]=2)[O:11][C:10](=[O:12])[N:9]([C@H:13]([C:15]2[CH:20]=[CH:19][C:18]([C:21]3[CH:26]=[CH:25][C:24](=[O:27])[NH:23][CH:22]=3)=[CH:17][CH:16]=2)[CH3:14])[CH2:8][CH2:7]1)[C:3]#[N:4].C([O-])([O-])=O.[Cs+].[Cs+].[CH:41](I)([CH3:43])[CH3:42]>CN(C=O)C>[CH:41]([N:23]1[C:24](=[O:27])[CH:25]=[CH:26][C:21]([C:18]2[CH:19]=[CH:20][C:15]([C@@H:13]([N:9]3[CH2:8][CH2:7][C@:6]([CH2:5][C:2]([CH3:1])([CH3:34])[C:3]#[N:4])([C:28]4[CH:33]=[CH:32][CH:31]=[CH:30][CH:29]=4)[O:11][C:10]3=[O:12])[CH3:14])=[CH:16][CH:17]=2)=[CH:22]1)([CH3:43])[CH3:42] |f:1.2.3|. Reported procedure: 2,2-dimethyl-3-((R)-2-oxo-3-((S)-1-(4-(6-oxo-1,6-dihydropyridin-3-yl)phenyl)ethyl)-6-phenyl-1,3-oxazinan-6-yl)propanenitrile (6 mg, 0.013 mmol) was dissolved in DMF (2.5 mL). Cs2CO3 (c.a. 15 mg, excess) and i-PrI (100 μL, excess) were added. The mixture was stirred for 3 h at rt. LC-MS found the reaction was complete. The mixture was purified by prep HPLC to afford 3-((R)-3-((S)-1-(4-(1-isopropyl-6-oxo-1,6-dihydropyridin-3-yl)phenyl)ethyl)-2-oxo-6-phenyl-1,3-oxazinan-6-yl)-2,2-dimethylpropanenit... Starting materials: C(C)C1=C(C=CC2=CC(=CC=C12)C(=O)C1=CC=2C(CCC(C2C=C1)(C)C)(C)C)S(=O)(=O)C1=C(C2=CC=C(C=C2C=C1)C(=O)C1=CC=2C(CCC(C2C=C1)(C)C)(C)C)CC (ethyl 6-[(5,6,7,8-tetrahydro-5,5,8,8-tetramethyl-2-naphthyl) carbonyl]-2-naphthylsulfone), Cl (HCl), Cl (HCl), Cl (HCl). Reagents/catalysts: [Zn] (zinc). The solvent is C(C)(=O)O (acetic acid), C(C)(=O)O (acetic acid), C(Cl)Cl (methylene chloride). Run at time 1 hour. Yields the product C(C)C1=C(C=CC=2CC(C=CC12)=CC1=CC=2C(CCC(C2C=C1)(C)C)(C)C)S(=O)(=O)C1=C(C=2C=CC(CC2C=C1)=CC1=CC=2C(CCC(C2C=C1)(C)C)(C)C)CC (ethyl 6-[(5,6,7,8-tetrahydro-5,5,8,8-tetramethyl-2-naphthyl) methylene]-2-naphthylsulfone). As a reaction SMILES: [CH2:1]([C:3]1[C:12]2[C:7](=[CH:8][C:9]([C:13]([C:15]3[CH:24]=[CH:23][C:22]4[C:21]([CH3:26])([CH3:25])[CH2:20][CH2:19][C:18]([CH3:28])([CH3:27])[C:17]=4[CH:16]=3)=O)=[CH:10][CH:11]=2)[CH:6]=[CH:5][C:4]=1[S:29]([C:32]1[CH:41]=[CH:40][C:39]2[C:34](=[CH:35][CH:36]=[C:37]([C:42]([C:44]3[CH:53]=[CH:52][C:51]4[C:50]([CH3:55])([CH3:54])[CH2:49][CH2:48][C:47]([CH3:57])([CH3:56])[C:46]=4[CH:45]=3)=O)[CH:38]=2)[C:33]=1[CH2:58][CH3:59])(=[O:31])=[O:30])[CH3:2].Cl>C(O)(=O)C.C(Cl)Cl.[Zn]>[CH2:1]([C:3]1[C:12]2[CH:11]=[CH:10][C:9](=[CH:13][C:15]3[CH:24]=[CH:23][C:22]4[C:21]([CH3:25])([CH3:26])[CH2:20][CH2:19][C:18]([CH3:27])([CH3:28])[C:17]=4[CH:16]=3)[CH2:8][C:7]=2[CH:6]=[CH:5][C:4]=1[S:29]([C:32]1[CH:41]=[CH:40][C:39]2[CH2:38][C:37](=[CH:42][C:44]3[CH:53]=[CH:52][C:51]4[C:50]([CH3:55])([CH3:54])[CH2:49][CH2:48][C:47]([CH3:57])([CH3:56])[C:46]=4[CH:45]=3)[CH:36]=[CH:35][C:34]=2[C:33]=1[CH2:58][CH3:59])(=[O:31])=[O:30])[CH3:2]. Reported procedure: A suspension of 0.50 g of ethyl 6-[(5,6,7,8-tetrahydro-5,5,8,8-tetramethyl-2-naphthyl) carbonyl]-2-naphthylsulfone, described in Example XIV, in 10 cm3 of glacial acetic acid and 0.65 g of powdered zinc is heated at reflux with stirring for 1 hour. There is then slowly added 0.9 cm3 of concentrated HCl. Reflux is again maintained for one hour after the end of the addition of the HCl and there is again added 0.9 cm3HCl. The mixture is then brought for one hour again to the boiling temperature of ... Starting materials: BrC1=CC=C(C=C1)C1CCC(CC1)=O (4-(4-bromophenyl)cyclohexanone), [Cl-].C1(=CC=CC=C1)[P+](COC)(C1=CC=CC=C1)C1=CC=CC=C1 (triphenyl-methoxymethyl-phosphonium chloride), solid, potassium t-butylate, CCCCCC (hexane). Run in O1CCCC1 (tetrahydrofuran), COC(C)(C)C (t-butyl methyl ether). Reaction conditions: time 30 minute. The product is residue, BrC1=CC=C(C=C1)C1CCC(CC1)=COC (1-bromo-4-[4-(methoxymethylidene)cyclohexyl]benzene). The yield is 93.6%. RXN SMILES: [Cl-].C1([P+](C2C=CC=CC=2)(C2C=CC=CC=2)[CH2:9][O:10][CH3:11])C=CC=CC=1.[Br:24][C:25]1[CH:30]=[CH:29][C:28]([CH:31]2[CH2:36][CH2:35][C:34](=O)[CH2:33][CH2:32]2)=[CH:27][CH:26]=1.CCCCCC>COC(C)(C)C.O1CCCC1>[Br:24][C:25]1[CH:30]=[CH:29][C:28]([CH:31]2[CH2:36][CH2:35][C:34](=[CH:9][O:10][CH3:11])[CH2:33][CH2:32]2)=[CH:27][CH:26]=1 |f:0.1|. Procedure: 20.4 g of triphenyl-methoxymethyl-phosphonium chloride were suspended in 60 ml of t-butyl methyl ether while gassing with argon in a sulphonation flask having a thermometer, mechanical stirrer, dropping funnel and solid substance addition tube and treated at -10° C. within 10 minutes with 6.6 g of solid potassium t-butylate. After completion of the addition the mixture was stirred at -10° C. to 0° C. for 30 minutes, then the deep orange, heterogeneous reaction mixture was treated dropwise at 0° ... The reactants are crude product, CC=1C=C(C(=O)C2=CNC3=CC=C(C=C3C2=O)C(F)(F)F)C=CC1C (3-(3,4-Dimethyl-benzoyl)-6-trifluoromethyl-1H-quinolin-4-one), [H-].[Na+] (sodium hydride), FC1=C(CBr)C=CC=C1 (2-fluorobenzyl bromide), C(C)(=O)OCC (ethyl acetate). Run in CN(C=O)C (N,N-dimethylformamide), CCCCCC (hexane). Yields the product CC=1C=C(C(=O)C2=CN(C3=CC=C(C=C3C2=O)C(F)(F)F)CC2=C(C=CC=C2)F)C=CC1C (3-(3,4-Dimethyl-benzoyl)-1-(2-fluoro-benzyl)-6-trifluoromethyl-1H-quinolin-4-one). The yield is 79.9%. Reaction SMILES: [CH3:1][C:2]1[CH:3]=[C:4]([CH:22]=[CH:23][C:24]=1[CH3:25])[C:5]([C:7]1[C:16](=[O:17])[C:15]2[C:10](=[CH:11][CH:12]=[C:13]([C:18]([F:21])([F:20])[F:19])[CH:14]=2)[NH:9][CH:8]=1)=[O:6].[H-].[Na+].[F:28][C:29]1[CH:36]=[CH:35][CH:34]=[CH:33][C:30]=1[CH2:31]Br.C(OCC)(=O)C>CN(C)C=O.CCCCCC>[CH3:1][C:2]1[CH:3]=[C:4]([CH:22]=[CH:23][C:24]=1[CH3:25])[C:5]([C:7]1[C:16](=[O:17])[C:15]2[C:10](=[CH:11][CH:12]=[C:13]([C:18]([F:21])([F:19])[F:20])[CH:14]=2)[N:9]([CH2:31][C:30]2[CH:33]=[CH:34][CH:35]=[CH:36][C:29]=2[F:28])[CH:8]=1)=[O:6] |f:1.2|. Procedure: Compound 4f was prepared following the procedure described in Step 3 of Example 1. Briefly described here, 55 mg (0.16 mmol) of 3-(3,4-dimethyl-benzoyl)-6-trifluoromethyl-1H-quinolin-4-one 3b, 8 mg (0.21 mmol) of 60% sodium hydride and 40 mg (0.21 mmol) of 2-fluorobenzyl bromide were combined in 0.5 mL N,N-dimethylformamide at rt for 16 h. Flash chromatography of the crude product using 10-80% ethyl acetate in hexane yielded 58 mg of the product 4f as white solid: LC-MSD, m/z for C26H19F4NO2 [M+... Reactants: C(C1=CC=CC=C1)N (Benzylamine), ClC1=C(C(C2=CC=CC=C2C1=O)=O)N(C(C)=O)CCOC (N-(3-chloro-1,4-dihydro-1,4-dioxo-2-naphthalenyl)-N-(2-methoxyethyl)acetamide), C(C)(=O)OCC (Ethyl acetate). The solvent is C1=CC=CC=C1 (benzene). Run at time 4 hour. Yields the product C(C1=CC=CC=C1)NC1=C(C(C2=CC=CC=C2C1=O)=O)N(C(C)=O)CCOC (N-(3-benzylamino-1,4-dihydro-1,4-dioxo-2-naphthalenyl)-N-(2-methoxyethyl)acetamide). As a reaction SMILES: [CH2:1]([NH2:8])[C:2]1[CH:7]=[CH:6][CH:5]=[CH:4][CH:3]=1.Cl[C:10]1[C:19](=[O:20])[C:18]2[C:13](=[CH:14][CH:15]=[CH:16][CH:17]=2)[C:12](=[O:21])[C:11]=1[N:22]([CH2:26][CH2:27][O:28][CH3:29])[C:23](=[O:25])[CH3:24].C(OCC)(=O)C>C1C=CC=CC=1>[CH2:1]([NH:8][C:10]1[C:19](=[O:20])[C:18]2[C:13](=[CH:14][CH:15]=[CH:16][CH:17]=2)[C:12](=[O:21])[C:11]=1[N:22]([CH2:26][CH2:27][O:28][CH3:29])[C:23](=[O:25])[CH3:24])[C:2]1[CH:7]=[CH:6][CH:5]=[CH:4][CH:3]=1. Procedure: Benzylamine (0.5 ml) was added to a solution of N-(3-chloro-1,4-dihydro-1,4-dioxo-2-naphthalenyl)-N-(2-methoxyethyl)acetamide (0.5 g) in benzene (15 ml) and the mixture was stirred at room temperature for 4 hours. Ethyl acetate was added to the reaction solution and the mixture was washed with water and brine and then dried over anhydrous magnesium sulfate. The solvent was evaporated and the residue was crystallized from ethyl acetate-hexane to give N-(3-benzylamino-1,4-dihydro-1,4-dioxo-2-napht... Reactants: C(=O)(O)C1C(C1)C(=O)C1(CC2=C(N=C(O2)C2=CC=CC=C2)CC1)C(=O)OCC (ethyl 6-(2-carboxy-cyclopropanecarbonyl)-2-phenyl-4,5,6,7-tetrahydro-benzoxazole-6-carboxylate), Cl (hydrochloric acid). Run in O (water). Yields the product C1(=CC=CC=C1)C=1OC2=C(N1)CCC(C2)C(=O)C2C(C2)C(=O)O (2-(2-phenyl-4,5,6,7-tetrahydro-benzoxazole-6-carbonyl)-cyclopropanecarboxylic acid). RXN SMILES: [C:1]([CH:4]1[CH2:6][CH:5]1[C:7]([C:9]1(C(OCC)=O)[CH2:23][CH2:22][C:12]2[N:13]=[C:14]([C:16]3[CH:21]=[CH:20][CH:19]=[CH:18][CH:17]=3)[O:15][C:11]=2[CH2:10]1)=[O:8])([OH:3])=[O:2].Cl>O>[C:16]1([C:14]2[O:15][C:11]3[CH2:10][CH:9]([C:7]([CH:5]4[CH2:6][CH:4]4[C:1]([OH:3])=[O:2])=[O:8])[CH2:23][CH2:22][C:12]=3[N:13]=2)[CH:17]=[CH:18][CH:19]=[CH:20][CH:21]=1. Procedure details: 790 mg (2.06 mmol) ethyl 6-(2-carboxy-cyclopropanecarbonyl)-2-phenyl-4,5,6,7-tetrahydro-benzoxazole-6-carboxylate, 5 ml of 32% hydrochloric acid and 5 ml of water are refluxed together for 6 h. The reaction mixture is extracted with DCM, the org. phase is dried on magnesium sulphate and then the solv. is eliminated by rotary evaporation i.V. Starting materials: C(C1=CC=CC=C1)OC1=CC=C(C=C1)NC(=O)C=1NC=CC1 (1H-pyrrole-2-carboxylic acid (4-benzyloxy-phenyl)-amide), OC1=CC=C(C=C1)NC(=O)C1=NC=CC=C1 (pyridine-2-carboxylic acid (4-hydroxyphenyl)amide). The product is OC1=CC=C(C=C1)NC(=O)C=1NC=CC1 (1H-Pyrrole-2-carboxylic acid (4-hydroxy-phenyl)-amide). As a reaction SMILES: C([O:8][C:9]1[CH:14]=[CH:13][C:12]([NH:15][C:16]([C:18]2[NH:19][CH:20]=[CH:21][CH:22]=2)=[O:17])=[CH:11][CH:10]=1)C1C=CC=CC=1.OC1C=CC(NC(C2C=CC=CN=2)=O)=CC=1>>[OH:8][C:9]1[CH:10]=[CH:11][C:12]([NH:15][C:16]([C:18]2[NH:19][CH:20]=[CH:21][CH:22]=2)=[O:17])=[CH:13][CH:14]=1. Procedure: This compound was prepared from 1H-pyrrole-2-carboxylic acid (4-benzyloxy-phenyl)-amide (2.5 g, 8.55 mmol), using the same method used to prepare of pyridine-2-carboxylic acid (4-hydroxyphenyl)amide. The product was purified by flash chromatography, on silica gel, eluted with 5 to 7.5% methanol in DCM, to give the product as a colorless solid, 1.47 g (85%). MS m/z 203 (MH+). 1H NMR(DMSO-d6) δ 6.14 (m, 1H), 6.72 (d, 2H), 6.92 (m, 1H), 6.99 (d, 1H), 7.47 (d, 2H), 9.19 (s, 1H). Anal. calcd for C11H... The product is C(C)(C)(C)OC(=O)N1C[C@H](N([C@H](C1)C)CCCC1=CC=CC=C1)C (cis-1-tert-butoxycarbonyl-3,5-dimethyl-4-(3-phenylpropan-1-yl)piperazine). As a reaction SMILES: [C:1]([O:5][C:6]([N:8]1[CH2:13][C@H:12]([CH3:14])[NH:11][C@H:10]([CH3:15])[CH2:9]1)=[O:7])([CH3:4])([CH3:3])[CH3:2].C(=O)([O-])[O-].[K+].[K+].Br[CH2:23][CH2:24][CH2:25][C:26]1[CH:31]=[CH:30][CH:29]=[CH:28][CH:27]=1.O>CN(C)C=O>[C:1]([O:5][C:6]([N:8]1[CH2:13][C@H:12]([CH3:14])[N:11]([CH2:23][CH2:24][CH2:25][C:26]2[CH:31]=[CH:30][CH:29]=[CH:28][CH:27]=2)[C@H:10]([CH3:15])[CH2:9]1)=[O:7])([CH3:4])([CH3:2])[CH3:3] |f:1.2.3|. Starting materials: O (water), C(C)(C)(C)OC(=O)N1C[C@H](N[C@H](C1)C)C (cis-1-tert-butoxycarbonyl-3,5-dimethyl piperazine), C([O-])([O-])=O.[K+].[K+] (potassium carbonate), BrCCCC1=CC=CC=C1 (1-bromo-3-phenylpropane). Run at temperature 120 celsius, time 40 hour. Solvent: CN(C=O)C (N,N-dimethylformamide). Reported procedure: To a suspension of 10 g (46.66 mmol.) of cis-1-tert-butoxycarbonyl-3,5-dimethyl piperazine and 12.90 g (93.3 mmol.) of potassium carbonate in N,N-dimethylformamide (50 ml) was added, at room temperature, 11.15 g (56 mmol.) of 1-bromo-3-phenylpropane. The mixture was stirred for 40 hours at 120° C., which was then cooled to room temperature. To the reaction system was added water, which was subjected to extraction with ethyl acetate. The organic layer was washed with a saturated aqueous saline so... Starting materials: ClS(=O)(=O)O (chlorosulphonic acid), N (NH3), ClC1=CC=C(C=C1)C=1C(=C(N2CCCC12)C(=O)OC(C)(C)C)C1=CC=CC=C1 (tert-Butyl 1-(4-chlorophenyl)-2-phenyl-6,7-dihydro-5H-pyrrolizine-3-carboxylate), ice water. Solvent: C(Cl)(Cl)Cl (CHCl3), ClC(C)Cl (dichloroethane), C(Cl)(Cl)Cl (CHCl3). Conditions: temperature 2.5 celsius, time 12 hour. Product: ClC1=CC=C(C=C1)C=1C(=CN2CCCC12)C1=CC=C(C=C1)S(=O)(=O)N (4-[1-(4-Chlorophenyl)-6,7-dihydro-5H-pyrrolizin-2-yl]benzenesulphonamide). RXN SMILES: [Cl:1][C:2]1[CH:7]=[CH:6][C:5]([C:8]2[C:9]([C:23]3[CH:28]=[CH:27][CH:26]=[CH:25][CH:24]=3)=[C:10](C(OC(C)(C)C)=O)[N:11]3[C:15]=2[CH2:14][CH2:13][CH2:12]3)=[CH:4][CH:3]=1.Cl[S:30]([OH:33])(=O)=[O:31].[NH3:34]>C(Cl)(Cl)Cl.ClC(Cl)C>[Cl:1][C:2]1[CH:7]=[CH:6][C:5]([C:8]2[C:9]([C:23]3[CH:28]=[CH:27][C:26]([S:30]([NH2:34])(=[O:33])=[O:31])=[CH:25][CH:24]=3)=[CH:10][N:11]3[C:15]=2[CH2:14][CH2:13][CH2:12]3)=[CH:4][CH:3]=1. Reported procedure: tert-Butyl 1-(4-chlorophenyl)-2-phenyl-6,7-dihydro-5H-pyrrolizine-3-carboxylate (190 mg, 0.5 mmol) is taken up in CHCl3 (10 ml), the solution is cooled to 0-5° C. in an ice bath, and a solution of chlorosulphonic acid (1 ml, 1.75 g, 15 mmol) in CHCl3 (20 ml) is then slowly added dropwise (IT<10° C., 15 min). The mixture is then stirred at RT for 12 h, a solution of NH3 in dichloroethane (40 ml) saturated in the cold is added and it is stirred at RT for a further 12 h. It is then treated with ice...